From a dataset of the Open Reaction Database (ORD), a public repository of structured organic reaction records. describe an organic reaction: reactants, conditions, products, and yield Starting materials: C(C)(C)(C)C1=C(OC2=NC=CC=C2NC=2NC3=C(N2)C=CC(=C3)C(=O)OC)C=CC=C1 (methyl 2-(2-(2-tert-butylphenoxy)pyridin-3-ylamino)-3H-benzo[d]imidazole-5-carboxylate), [H-].[H-].[H-].[H-].[Li+].[Al+3] (LiAlH4). Run in C1CCOC1 (THF), C1CCOC1 (THF). Run at time 2 hour. Product: C(C)(C)(C)C1=C(OC2=NC=CC=C2NC=2NC3=C(N2)C=CC(=C3)CO)C=CC=C1 ((2-(2-(2-tert-Butylphenoxy)pyridin-3-ylamino)-3H-benzo[d]imidazol-5-yl)methanol). As a reaction SMILES: [C:1]([C:5]1[CH:31]=[CH:30][CH:29]=[CH:28][C:6]=1[O:7][C:8]1[C:13]([NH:14][C:15]2[NH:16][C:17]3[CH:23]=[C:22]([C:24](OC)=[O:25])[CH:21]=[CH:20][C:18]=3[N:19]=2)=[CH:12][CH:11]=[CH:10][N:9]=1)([CH3:4])([CH3:3])[CH3:2].[H-].[H-].[H-].[H-].[Li+].[Al+3]>C1COCC1>[C:1]([C:5]1[CH:31]=[CH:30][CH:29]=[CH:28][C:6]=1[O:7][C:8]1[C:13]([NH:14][C:15]2[NH:16][C:17]3[CH:23]=[C:22]([CH2:24][OH:25])[CH:21]=[CH:20][C:18]=3[N:19]=2)=[CH:12][CH:11]=[CH:10][N:9]=1)([CH3:4])([CH3:2])[CH3:3] |f:1.2.3.4.5.6|. Procedure details: A solution of methyl 2-(2-(2-tert-butylphenoxy)pyridin-3-ylamino)-3H-benzo[d]imidazole-5-carboxylate (Example 14, 65 mg, 0.156 mmol), in dry THF (6 mL) was added to a cooled (0° C.) solution of LiAlH4 in THF (0.39 mL, 1.0 M solution). After 2 h, the reaction was allowed to warm to rt and stirred for 24 h. The mixture was cooled to 0° C., the excess of LiAlH4 was destroyed very with a saturated solution of NH4Cl. The product was extracted with EtOAc (4×20 mL), dried over MgSO4 and evaporated to y... Reactants: O(C1=CC=CC=C1)P(=O)(OC1=CC=CC=C1)OC=1[C@@H]([C@@H]2N(C1C(=O)OCC1=CC=C(C=C1)[N+](=O)[O-])C([C@@H]2[C@@H](C)O)=O)C (p-nitrobenzyl (1R,5S,6S)-2-diphenoxyphosphoryloxy-6-[(R)-1-hydroxyethyl]-1-methyl-1-carbapen-2-em-3-carboxylate), S[C@H]1C[C@H](N(C1)C(=O)OCC1=CC=C(C=C1)[N+](=O)[O-])C1CCN(CC1)C(=O)OCC1=CC=C(C=C1)[N+](=O)[O-] ((2S,4S)-4-mercapto-N-(p-nitrobenzyloxycarbonyl)-2-[N-(p-nitrobenzyloxycarbonyl)piperidin-4-yl]pyrrolidine). Yields the product O[C@H](C)[C@@H]1[C@@H]2N(C(=C([C@@H]2C)S[C@H]2C[C@H](N(C2)C(=O)OCC2=CC=C(C=C2)[N+](=O)[O-])C2CCN(CC2)C(=O)OCC2=CC=C(C=C2)[N+](=O)[O-])C(=O)OCC2=CC=C(C=C2)[N+](=O)[O-])C1=O (p-nitrobenzyl (1R,5S,6S)-6-[(R)-1-hydroxyethyl]-1-methyl-2-[(2S,4S)-N-(p-nitrobenzyloxycarbonyl)-2-[N-(p-nitrobenzyloxycarbonyl)piperidin-4-yl]pyrrolidin-4ylthio]-1-carbapen-2-em-3-carboxylate). The yield is 78.5%. As a reaction SMILES: O(P(O[C:18]1[C@H:19]([CH3:42])[C@H:20]2[C@@H:37]([C@H:38]([OH:40])[CH3:39])[C:36](=[O:41])[N:21]2[C:22]=1[C:23]([O:25][CH2:26][C:27]1[CH:32]=[CH:31][C:30]([N+:33]([O-:35])=[O:34])=[CH:29][CH:28]=1)=[O:24])(OC1C=CC=CC=1)=O)C1C=CC=CC=1.[SH:43][C@@H:44]1[CH2:48][N:47]([C:49]([O:51][CH2:52][C:53]2[CH:58]=[CH:57][C:56]([N+:59]([O-:61])=[O:60])=[CH:55][CH:54]=2)=[O:50])[C@H:46]([CH:62]2[CH2:67][CH2:66][N:65]([C:68]([O:70][CH2:71][C:72]3[CH:77]=[CH:76][C:75]([N+:78]([O-:80])=[O:79])=[CH:74][CH:73]=3)=[O:69])[CH2:64][CH2:63]2)[CH2:45]1>>[OH:40][C@@H:38]([C@H:37]1[C:36](=[O:41])[N:21]2[C:22]([C:23]([O:25][CH2:26][C:27]3[CH:28]=[CH:29][C:30]([N+:33]([O-:35])=[O:34])=[CH:31][CH:32]=3)=[O:24])=[C:18]([S:43][C@@H:44]3[CH2:48][N:47]([C:49]([O:51][CH2:52][C:53]4[CH:54]=[CH:55][C:56]([N+:59]([O-:61])=[O:60])=[CH:57][CH:58]=4)=[O:50])[C@H:46]([CH:62]4[CH2:67][CH2:66][N:65]([C:68]([O:70][CH2:71][C:72]5[CH:73]=[CH:74][C:75]([N+:78]([O-:80])=[O:79])=[CH:76][CH:77]=5)=[O:69])[CH2:64][CH2:63]4)[CH2:45]3)[C@H:19]([CH3:42])[C@H:20]12)[CH3:39]. Reported procedure: The same procedure as in Example 1-1 was carried by using p-nitrobenzyl (1R,5S,6S)-2-diphenoxyphosphoryloxy-6-[(R)-1-hydroxyethyl]-1-methyl-1-carbapen-2-em-3-carboxylate (245 mg, 0.41 mmol) and (2S,4S)-4-mercapto-N-(p-nitrobenzyloxycarbonyl)-2-[N-(p-nitrobenzyloxycarbonyl)piperidin-4-yl]pyrrolidine (216 mg, 0.40 mmol, compound of Reference Example 32) to obtain p-nitrobenzyl (1R,5S,6S)-6-[(R)-1-hydroxyethyl]-1-methyl-2-[(2S,4S)-N-(p-nitrobenzyloxycarbonyl)-2-[N-(p-nitrobenzyloxycarbonyl)piperidi... Starting materials: N (ammonia), C(C)(=O)N1CC2=C(CC1)C(=C(S2)NC(C(C)Br)=O)C(C2=C(C=CC=C2)Cl)=O (6-acetyl-2-(2-bromopropionylamino)-3-(2-chlorobenzoyl)-4,5,6,7-tetrahydro-thieno[2,3-C]pyridine), N (ammonia). Run in C(C)(=O)OCC (ethyl acetate), ClC(C)Cl (dichloroethane). Yields the product C(C)(=O)N1CC2=C(CC1)C(=C(S2)NC(C(C)N)=O)C(C2=C(C=CC=C2)Cl)=O (6-Acetyl-2-(2-aminopropionylamino)-3-(2-chlorobenzoyl)-4,5,6,7-tetrahydro-thieno[2,3-C]pyridine). RXN SMILES: [C:1]([N:4]1[CH2:9][CH2:8][C:7]2[C:10]([C:19](=[O:27])[C:20]3[CH:25]=[CH:24][CH:23]=[CH:22][C:21]=3[Cl:26])=[C:11]([NH:13][C:14](=[O:18])[CH:15](Br)[CH3:16])[S:12][C:6]=2[CH2:5]1)(=[O:3])[CH3:2].[NH3:28]>ClC(Cl)C.C(OCC)(=O)C>[C:1]([N:4]1[CH2:9][CH2:8][C:7]2[C:10]([C:19](=[O:27])[C:20]3[CH:25]=[CH:24][CH:23]=[CH:22][C:21]=3[Cl:26])=[C:11]([NH:13][C:14](=[O:18])[CH:15]([NH2:28])[CH3:16])[S:12][C:6]=2[CH2:5]1)(=[O:3])[CH3:2]. Procedure details: 841 g of 6-acetyl-2-(2-bromopropionylamino)-3-(2-chlorobenzoyl)-4,5,6,7-tetrahydro-thieno[2,3-C]pyridine was dissolved in 0.72 liters of dichloroethane and 1.08 liters of ethyl acetate, into which ammonia gas was introduced at -10° C. The mixture was subjected to reaction in an autoclave at 100° C. for 1 hour. After completion of the reaction, excess ammonia gas was removed and the reaction solution was poured into 3N HCl under ice-cooling conditions. After extraction with ethylacetate, the aque... Reactants: C(C)(C)NC(C)C (diisopropylamine), C(CCC)[Li] (n-butyl lithium), S1C=CC=2C=NC=CC21 (thieno[3,2-c]pyridine), C(C)(C)[N-]C(C)C.[Li+] (lithium diisopropylamide), N(=[N+]=[N-])C(=C)C1=CC=CC=C1 (α-azido styrene). Solvent: CCCCCC (hexane), C1CCOC1 (THF), C1CCOC1 (THF), C1CCOC1 (THF). Run at temperature -15 celsius. Yields the product NC1=CC=2C=NC=CC2S1 (2-aminothieno[3,2-c]pyridine). As a reaction SMILES: C([N-:4]C(C)C)(C)C.[Li+].C(NC(C)C)(C)C.C([Li])CCC.[S:21]1[C:29]2[CH:28]=[CH:27][N:26]=[CH:25][C:24]=2[CH:23]=[CH:22]1.N(C(C1C=CC=CC=1)=C)=[N+]=[N-]>C1COCC1.CCCCCC>[NH2:4][C:22]1[S:21][C:29]2[CH:28]=[CH:27][N:26]=[CH:25][C:24]=2[CH:23]=1 |f:0.1|. Reported procedure: To a cold (-70° C.) stirred solution of lithium diisopropylamide in THF, prepared in situ by reaction of 3.63 g of freshly distilled diisopropylamine and 22 ml of 1.6M n-butyl lithium in 50 ml of hexane, were added dropwise over twenty minutes 4.05 g (30 mMoles) of thieno[3,2-c]pyridine in 20 ml of THF. The reaction mixture was stirred for twenty minutes following the addition, and then was diluted by the dropwise addition of 5.22 g (36 mMoles) of α-azido styrene in 20 ml of THF. The reaction mi... Reaction SMILES: P([O-])([O-])([O-])=O.[OH-].[K+].P(=O)(O)(O)O.[NH2:13][C:14]1[CH:37]=[CH:36][C:17]([O:18][CH:19]([CH2:24][CH2:25][CH2:26][CH2:27][CH2:28][CH2:29][CH2:30][CH2:31][CH2:32][CH2:33][CH2:34][CH3:35])[C:20]([O:22][CH3:23])=[O:21])=[CH:16][CH:15]=1.[CH2:38]([S:42](Cl)(=[O:44])=[O:43])[CH2:39][CH2:40][CH3:41]>CCCCCCC.O>[CH2:38]([S:42]([NH:13][C:14]1[CH:15]=[CH:16][C:17]([O:18][CH:19]([CH2:24][CH2:25][CH2:26][CH2:27][CH2:28][CH2:29][CH2:30][CH2:31][CH2:32][CH2:33][CH2:34][CH3:35])[C:20]([O:22][CH3:23])=[O:21])=[CH:36][CH:37]=1)(=[O:44])=[O:43])[CH2:39][CH2:40][CH3:41] |f:1.2|. The reactants are C(CCC)S(=O)(=O)Cl (butanesulfonyl chloride), P(=O)([O-])([O-])[O-] (phosphate), [OH-].[K+] (potassium hydroxide), P(O)(O)(O)=O (phosphoric acid), NC1=CC=C(OC(C(=O)OC)CCCCCCCCCCCC)C=C1 (methyl 2-[4-aminophenoxy]tetradecanoate), amine. Reaction conditions: time 4 hour. Yields the product C(CCC)S(=O)(=O)NC1=CC=C(OC(C(=O)OC)CCCCCCCCCCCC)C=C1 (Methyl 2-[4-[(butylsulfonyl)amino]phenoxy]tetradecanoate). Yield: 91.9%. Solvent: O (water), CCCCCCC (heptane). Procedure: A phosphate buffer solution composed of 49 g of water, 66 g of 45% aqueous potassium hydroxide (0.53 moles) and 38 g (0.32 moles) of 85% phosphoric acid was treated at room temperature with a solution of 69 g (0.197 moles) of methyl 2-[4-aminophenoxy]tetradecanoate (the amine) in 172 g of heptane. The temperature was adjusted to 30° C. and 37.1 g (0.237 moles) of butanesulfonyl chloride was added dropwise over 1 hr. The two-phase mixture was stirred for 4 hr while the temperature was maintained ... Reactants: CCOC(=O)c1oc2cccc(CC)c2c1C, C1CCOC1, CO, Cl, [Na+], [OH-]. Product: CCc1cccc2oc(C(=O)O)c(C)c12. Reaction SMILES: [CH2:1]([CH3:2])[O:3][C:4](=[O:5])[c:6]1[o:7][c:8]2[c:9]([c:10]1[CH3:11])[c:12]([CH2:16][CH3:17])[cH:13][cH:14][cH:15]2.[CH2:23]1[O:24][CH2:25][CH2:26][CH2:27]1.[CH3:21][OH:22].[ClH:20].[Na+:19].[OH-:18]>>[O:3]=[C:4]([OH:5])[c:6]1[o:7][c:8]2[c:9]([c:10]1[CH3:11])[c:12]([CH2:16][CH3:17])[cH:13][cH:14][cH:15]2. The reactants are solution, C(CCC)[Li] (n-butyllithium), solution, C(CCC)[Li] (n-butyllithium), S1C(=CC=C1)C=1SC=CC1 (2,2'-bithiophene), CN(C=O)C (N,N-dimethylformamide), S(=O)(=O)(OC)OC (Dimethyl sulfate). Solvent: CCCCCC (hexane), O1CCCC1 (tetrahydrofuran). Reaction conditions: temperature -78 celsius, time 15 minute. The product is C(=O)C1=CC=C(S1)C=1SC(=CC1)C (5-formyl-5'-methyl [2,2'-bithienyl]). Isolated yield 132.4%. As a reaction SMILES: C([Li])CCC.[S:6]1[CH:10]=[CH:9][CH:8]=[C:7]1[C:11]1[S:12][CH:13]=[CH:14][CH:15]=1.S(OC)([O:19][CH3:20])(=O)=O.[CH3:23]N(C)C=O>CCCCCC.O1CCCC1>[CH:20]([C:10]1[S:6][C:7]([C:11]2[S:12][C:13]([CH3:23])=[CH:14][CH:15]=2)=[CH:8][CH:9]=1)=[O:19]. Procedure details: Under a nitrogen atmosphere 25 mL of 2.6M solution of n-butyllithium in hexane was added to a stirred, cold (-78° C.) solution of 9.8 grams (0.058 mole) of 2,2'-bithiophene in 150 mL of tetrahydrofuran. After addition, the mixture was stirred at -78° C. for 15 minutes and then was allowed to warm to 0° C. and stirred at this temperature for one hour. Dimethyl sulfate (5.8 mL, 0.061 mole) was added, and the mixture was allowed to warm to room temperature and stir for approximately 16 hours. This ... Reaction SMILES: [Cl:1][C:2]1[CH:3]=[C:4]([C:8]2[N:9]=[C:10]([N:16]3[C:20]4[CH:21]=[C:22]([OH:25])[CH:23]=[CH:24][C:19]=4[N:18]=[CH:17]3)[S:11][C:12]=2[C:13]([NH2:15])=[O:14])[CH:5]=[CH:6][CH:7]=1.C(=O)([O-])[O-].[K+].[K+].Cl[CH2:33][CH:34]1[CH2:36][O:35]1>[I-].[K+].CN(C)C=O>[Cl:1][C:2]1[CH:3]=[C:4]([C:8]2[N:9]=[C:10]([N:16]3[C:20]4[CH:21]=[C:22]([O:25][CH2:33][CH:34]5[CH2:36][O:35]5)[CH:23]=[CH:24][C:19]=4[N:18]=[CH:17]3)[S:11][C:12]=2[C:13]([NH2:15])=[O:14])[CH:5]=[CH:6][CH:7]=1 |f:1.2.3,5.6|. The solvent is CN(C=O)C (dimethylformamide). Procedure: A mixture of 0.037 g (0.1 mmole) of 4-(3-chloro-phenyl)-2-(6-hydroxy-benzoimidazol-1-yl)-thiazole-5-carboxylic acid amide (I.25d), 0.5 mL of dimethylformamide, 0.069 g (0.5 mmole) of potassium carbonate, 0.001 g of potassium iodide and 0.012 mL (0.15 mmole) of 2-chloromethyl-oxirane was heated at 100 degrees for 3 hours. The mixture was concentrated under reduced pressure, diluted with 20 mL of water and the resulting precipitate collected by filtration. The solid was triturated with diethyl eth... Yields the product ClC=1C=C(C=CC1)C=1N=C(SC1C(=O)N)N1C=NC2=C1C=C(C=C2)OCC2OC2 (4-(3-chloro-phenyl)-2-(6-oxiranylmethoxy-benzoimidazol-1-yl)-thiazole-5-carboxylic acid amide). The yield is 75.0%. Starting materials: ClC=1C=C(C=CC1)C=1N=C(SC1C(=O)N)N1C=NC2=C1C=C(C=C2)O (4-(3-chloro-phenyl)-2-(6-hydroxy-benzoimidazol-1-yl)-thiazole-5-carboxylic acid amide), C([O-])([O-])=O.[K+].[K+] (potassium carbonate), ClCC1OC1 (2-chloromethyl-oxirane). Reagents/catalysts: [I-].[K+] (potassium iodide).